Dataset: the Open Reaction Database (ORD), a public repository of structured organic reaction records. Task: describe an organic reaction: reactants, conditions, products, and yield Starting materials: C1(=CC=CC=C1)S(=O)(=O)N1C=C(C=2C1=NC=C(C2)Br)I (1-Benzenesulfonyl-5-bromo-3-iodo-1H-pyrrolo[2,3-b]pyridine), C(C1=CC=CC=C1)(C1=CC=CC=C1)(C1=CC=CC=C1)N1N=CC(=C1)B(O)O (1-trityl-1H-pyrazole-4-boronic acid), C(=O)([O-])[O-].[Na+].[Na+] (Na2CO3), [Li+].[Cl-] (LiCl). Reagents/catalysts: Cl[Pd]([P](C1=CC=CC=C1)(C2=CC=CC=C2)C3=CC=CC=C3)([P](C4=CC=CC=C4)(C5=CC=CC=C5)C6=CC=CC=C6)Cl (PdCl2(PPh3)2). The solvent is C1(=CC=CC=C1)C (toluene), CCO (EtOH). The product is C1(=CC=CC=C1)S(=O)(=O)N1C=C(C=2C1=NC=C(C2)Br)C=2C=NN(C2)C(C2=CC=CC=C2)(C2=CC=CC=C2)C2=CC=CC=C2 (1-Benzenesulfonyl-5-bromo-3-(1-trityl-1H-pyrazol-4-yl)-1H-pyrrolo[2,3-b]pyridine). Yield: 57.2%. As a reaction SMILES: [C:1]1([S:7]([N:10]2[C:14]3=[N:15][CH:16]=[C:17]([Br:19])[CH:18]=[C:13]3[C:12](I)=[CH:11]2)(=[O:9])=[O:8])[CH:6]=[CH:5][CH:4]=[CH:3][CH:2]=1.[C:21]([N:40]1[CH:44]=[C:43](B(O)O)[CH:42]=[N:41]1)([C:34]1[CH:39]=[CH:38][CH:37]=[CH:36][CH:35]=1)([C:28]1[CH:33]=[CH:32][CH:31]=[CH:30][CH:29]=1)[C:22]1[CH:27]=[CH:26][CH:25]=[CH:24][CH:23]=1.C([O-])([O-])=O.[Na+].[Na+].[Li+].[Cl-]>Cl[Pd](Cl)([P](C1C=CC=CC=1)(C1C=CC=CC=1)C1C=CC=CC=1)[P](C1C=CC=CC=1)(C1C=CC=CC=1)C1C=CC=CC=1.C1(C)C=CC=CC=1.CCO>[C:1]1([S:7]([N:10]2[C:14]3=[N:15][CH:16]=[C:17]([Br:19])[CH:18]=[C:13]3[C:12]([C:43]3[CH:42]=[N:41][N:40]([C:21]([C:28]4[CH:33]=[CH:32][CH:31]=[CH:30][CH:29]=4)([C:22]4[CH:23]=[CH:24][CH:25]=[CH:26][CH:27]=4)[C:34]4[CH:39]=[CH:38][CH:37]=[CH:36][CH:35]=4)[CH:44]=3)=[CH:11]2)(=[O:9])=[O:8])[CH:6]=[CH:5][CH:4]=[CH:3][CH:2]=1 |f:2.3.4,5.6,^1:58,77|. Procedure details: A mixture of 46 (1 g, 2.16 mmol), EtOH (14 mL), toluene (14 mL), 1-trityl-1H-pyrazole-4-boronic acid (767 mg, 2.16 mmol), 1M aq. Na2CO3 (5.4 mL, 5.4 mmol), LiCl (275 mg, 6.5 mmol) and PdCl2(PPh3)2 (75 mg, 0.108 mmol) was refluxed for 1 h 45 min. The reaction mixture was concentrated to afford a pale yellow solid. The solid was purified by silicagel chromatography (Si 50 g column) using 30% ethyl acetate in hexane as eluent (gradient elution) to give the product 47 (798 mg, 57%) as a pale yellow ... The reactants are COC(=O)C(OC)=C1CCC2C3CC=C4CC5(CCC4(C)C3(O)CCC12C)OCCO5, CC(C)C[AlH]CC(C)C, Cc1ccccc1, O. The product is COC(CO)=C1CCC2C3CC=C4CC5(CCC4(C)C3(O)CCC12C)OCCO5. Reaction SMILES: [CH2:10]1[O:11][C:12]2([CH2:13][C:14]3=[CH:15][CH2:16][CH:17]4[CH:18]5[CH2:19][CH2:20][C:21](=[C:22]([C:23](=[O:24])[O:25][CH3:26])[O:27][CH3:28])[C:29]5([CH3:38])[CH2:30][CH2:31][C:32]4([OH:37])[C:33]3([CH3:36])[CH2:34][CH2:35]2)[O:39][CH2:40]1.[CH3:1][CH:2]([CH2:3][AlH:4][CH2:5][CH:6]([CH3:7])[CH3:8])[CH3:9].[CH3:42][c:43]1[cH:44][cH:45][cH:46][cH:47][cH:48]1.[OH2:41]>>[CH2:10]1[O:11][C:12]2([CH2:13][C:14]3=[CH:15][CH2:16][CH:17]4[CH:18]5[CH2:19][CH2:20][C:21](=[C:22]([CH2:23][OH:24])[O:27][CH3:28])[C:29]5([CH3:38])[CH2:30][CH2:31][C:32]4([OH:37])[C:33]3([CH3:36])[CH2:34][CH2:35]2)[O:39][CH2:40]1. As a reaction SMILES: [NH2:1][C:2]1[N:6]([CH3:7])[C:5](=[O:8])[C:4]([C:20]2[CH:25]=[CH:24][C:23]([O:26][CH:27]([F:29])[F:28])=[CH:22][CH:21]=2)([C:9]2[CH:14]=[CH:13][CH:12]=[C:11]([CH:15]3[CH2:18][C:17](=[O:19])[CH2:16]3)[CH:10]=2)[N:3]=1.[BH4-].[Na+]>>[NH2:1][C:2]1[N:6]([CH3:7])[C:5](=[O:8])[C:4]([C:20]2[CH:21]=[CH:22][C:23]([O:26][CH:27]([F:29])[F:28])=[CH:24][CH:25]=2)([C:9]2[CH:14]=[CH:13][CH:12]=[C:11]([CH:15]3[CH2:16][CH:17]([OH:19])[CH2:18]3)[CH:10]=2)[N:3]=1 |f:1.2|. Reactants: NC1=NC(C(N1C)=O)(C1=CC(=CC=C1)C1CC(C1)=O)C1=CC=C(C=C1)OC(F)F (2-amino-5-[4-(difluoromethoxy)phenyl]-3-methyl-5-[3-(3-oxocyclobutyl)phenyl]-3,5-dihydro-4H-imidazol-4-one), [BH4-].[Na+] (NaBH4). Reaction conditions: temperature 0 celsius, time 45 minute. Procedure details: A methanolic solution of 2-amino-5-[4-(difluoromethoxy)phenyl]-3-methyl-5-[3-(3-oxocyclobutyl)phenyl]-3,5-dihydro-4H-imidazol-4-one (0.324 gm, 0.811 mmol) at ice bath temperatures was treated all at once with NaBH4 (0.042 gm, 1.11 mmol), stirred at 0° C. for 45 minutes and concentrated in vacuo. The solid residue was partitioned between water and chloroform. The organic phase was separated, dried over sodium sulfate and evaporated to a foam. This foam was dissolved in chloroform and precipitated... Product: NC1=NC(C(N1C)=O)(C1=CC(=CC=C1)C1CC(C1)O)C1=CC=C(C=C1)OC(F)F (2-Amino-5-[4-(difluoromethoxy)phenyl]-5-[3-(3-hydroxycyclobutyl)phenyl]-3-methyl-3,5-dihydro-4H-imidazol-4-one). Yield: 94.0%. The reactants are CC=1NC2=CC=C(C(=C2C1)C(F)(F)F)C#N (2-methyl-4-(trifluoromethyl)-1H-indole-5-carbonitrile), ClCC1=C(N=C(S1)C1=CC=C(C=C1)C(F)(F)F)C (5-(chloromethyl)-4-methyl-2-[4-(trifluoromethyl)phenyl]-1,3-thiazole). Product: CC=1N(C2=CC=C(C(=C2C1)C(F)(F)F)C#N)CC1=C(N=C(S1)C1=CC=C(C=C1)C(F)(F)F)C (2-Methyl-1-({4-methyl-2-[4-(trifluoromethyl)phenyl]-1,3-thiazol-5-yl}methyl)-4-(trifluoromethyl)-1H-indole-5-carbonitrile). RXN SMILES: [CH3:1][C:2]1[NH:3][C:4]2[C:9]([CH:10]=1)=[C:8]([C:11]([F:14])([F:13])[F:12])[C:7]([C:15]#[N:16])=[CH:6][CH:5]=2.Cl[CH2:18][C:19]1[S:23][C:22]([C:24]2[CH:29]=[CH:28][C:27]([C:30]([F:33])([F:32])[F:31])=[CH:26][CH:25]=2)=[N:21][C:20]=1[CH3:34]>>[CH3:1][C:2]1[N:3]([CH2:18][C:19]2[S:23][C:22]([C:24]3[CH:25]=[CH:26][C:27]([C:30]([F:33])([F:31])[F:32])=[CH:28][CH:29]=3)=[N:21][C:20]=2[CH3:34])[C:4]2[C:9]([CH:10]=1)=[C:8]([C:11]([F:12])([F:14])[F:13])[C:7]([C:15]#[N:16])=[CH:6][CH:5]=2. Procedure: Synthesized as described in Example 4 using 2-methyl-4-(trifluoromethyl)-1H-indole-5-carbonitrile (Example 120) and 5-(chloromethyl)-4-methyl-2-[4-(trifluoromethyl)phenyl]-1,3-thiazole: 1H NMR (400 MHz, CDCl3) δ 7.87 (d, J=8.0 Hz, 2H), 7.60 (d, J=8.0 Hz, 2H), 7.52 (d, J=7.8 Hz, 1H), 7.45 (d, J=7.8 Hz, 1H), 6.65 (s, 1H), 5.46 (s, 2H), 2.60 (s, 3H), 2.53 (s, 3H); MS (ES) m/z 480 (M+1). Reactants: O=C(O)CN(CCN(CC(=O)O)CC(=O)O)CC(=O)O, COC(=O)C(C)N, Cl, NC(=O)CCC(N)C(=O)O, [O-]B([O-])[O-]. Yields the product CC(N)C(=O)NC(CCC(N)=O)C(=O)O. As a reaction SMILES: [CH2:23]([N:24]([CH2:25][C:26]([OH:27])=[O:28])[CH2:29][C:30]([OH:31])=[O:32])[CH2:33][N:34]([CH2:35][C:36]([OH:37])=[O:38])[CH2:39][C:40]([OH:41])=[O:42].[CH3:6][O:7][C:8]([CH:9]([NH2:10])[CH3:11])=[O:12].[ClH:5].[NH2:13][CH:14]([CH2:15][CH2:16][C:17]([NH2:18])=[O:19])[C:20]([OH:21])=[O:22].[O-:1][B:2]([O-:3])[O-:4]>>[O:7]=[C:8]([CH:9]([NH2:10])[CH3:11])[NH:13][CH:14]([CH2:15][CH2:16][C:17]([NH2:18])=[O:19])[C:20]([OH:21])=[O:22]. Reactants: [NH2-].[Na+] (sodamide), 25, C(C1=CC=CC=C1)C#N (benzyl cyanide), BrC=1C=NC=CC1 (3-bromopyridine), 56, ClCCN1C2CCC(C1)CC2 (2-(2-chloroethyl)-2-azabicyclo[2. 2. 2]octane), resultant mixture. Solvent: CCOCC (ether), C1(=CC=CC=C1)C (toluene), C1(=CC=CC=C1)C (toluene), O (water). Run at temperature 80 celsius. Product: C1(=CC=CC=C1)C(C#N)(CCN1C2CCC(C1)CC2)C=2C=NC=CC2 (2-phenyl-2-(3-pyridyl)-4-(2-azabicyclo[2. 2. 2]oct-2-yl)butyronitrile). Reaction SMILES: [CH2:1]([C:8]#[N:9])[C:2]1[CH:7]=[CH:6][CH:5]=[CH:4][CH:3]=1.Br[C:11]1[CH:12]=[N:13][CH:14]=[CH:15][CH:16]=1.[NH2-].[Na+].Cl[CH2:20][CH2:21][N:22]1[CH2:27][CH:26]2[CH2:28][CH2:29][CH:23]1[CH2:24][CH2:25]2>CCOCC.O.C1(C)C=CC=CC=1>[C:2]1([C:1]([C:11]2[CH:12]=[N:13][CH:14]=[CH:15][CH:16]=2)([CH2:20][CH2:21][N:22]2[CH2:27][CH:26]3[CH2:28][CH2:29][CH:23]2[CH2:24][CH2:25]3)[C:8]#[N:9])[CH:7]=[CH:6][CH:5]=[CH:4][CH:3]=1 |f:2.3|. Procedure details: A mixture of 25 parts of benzyl cyanide, 35 parts of 3-bromopyridine and 220 parts of dry toluene is heated to 80° C with stirring. Then, 19 parts of sodamide is added portionwise over a period of 1 hour while the temperature is maintained at 80°-85° C with some cooling. The resultant mixture is heated to 105° C and a solution of 56 parts of 2-(2-chloroethyl)-2-azabicyclo[2. 2. 2]octane in 220 parts of dry toluene is added portionwise. The mixture is then heated at 105°-110° for an additional 3 ...